Dataset: the Open Reaction Database (ORD), a public repository of structured organic reaction records. Task: describe an organic reaction: reactants, conditions, products, and yield Starting materials: CC(C)(C)OC(=O)N1CCCC1C(=O)O, CC1CCCN1, ClCCl, Cl. Product: CC1CCCN1C(=O)C1CCCN1C(=O)OC(C)(C)C. RXN SMILES: [C:1](=[O:2])([O:3][C:4]([CH3:5])([CH3:6])[CH3:7])[N:8]1[CH:9]([C:10](=[O:11])[OH:12])[CH2:13][CH2:14][CH2:15]1.[CH3:17][CH:18]1[NH:19][CH2:20][CH2:21][CH2:22]1.[Cl:23][CH2:24][Cl:25].[ClH:16]>>[C:1](=[O:2])([O:3][C:4]([CH3:5])([CH3:6])[CH3:7])[N:8]1[CH:9]([C:10](=[O:12])[N:19]2[CH:18]([CH3:17])[CH2:22][CH2:21][CH2:20]2)[CH2:13][CH2:14][CH2:15]1. The reactants are C(C1=CC=CC=C1)OC1=CC=C(CN2N=C(C(=C2)CO)C2=CC=C(C=C2)F)C=C1 (1-(4-benzyloxybenzyl)-3-(4-fluorophenyl)-1H-pyrazol-4-ylmethanol). The reagents and catalysts are [O-2].[O-2].[Mn+4] (manganese dioxide). The solvent is O1CCCC1 (tetrahydrofuran). Reaction conditions: time 2 hour. Yields the product C(C1=CC=CC=C1)OC1=CC=C(CN2N=C(C(=C2)C=O)C2=CC=C(C=C2)F)C=C1 (1-(4-benzyloxybenzyl)-3-(4-fluorophenyl)-1H-pyrazole-4-carbaldehyde). The yield is 93.6%. As a reaction SMILES: [CH2:1]([O:8][C:9]1[CH:29]=[CH:28][C:12]([CH2:13][N:14]2[CH:18]=[C:17]([CH2:19][OH:20])[C:16]([C:21]3[CH:26]=[CH:25][C:24]([F:27])=[CH:23][CH:22]=3)=[N:15]2)=[CH:11][CH:10]=1)[C:2]1[CH:7]=[CH:6][CH:5]=[CH:4][CH:3]=1>[O-2].[O-2].[Mn+4].O1CCCC1>[CH2:1]([O:8][C:9]1[CH:10]=[CH:11][C:12]([CH2:13][N:14]2[CH:18]=[C:17]([CH:19]=[O:20])[C:16]([C:21]3[CH:22]=[CH:23][C:24]([F:27])=[CH:25][CH:26]=3)=[N:15]2)=[CH:28][CH:29]=1)[C:2]1[CH:3]=[CH:4][CH:5]=[CH:6][CH:7]=1 |f:1.2.3|. Procedure details: A mixture of 1-(4-benzyloxybenzyl)-3-(4-fluorophenyl)-1H-pyrazol-4-ylmethanol (11.7 g), active manganese dioxide (20.0 g) and tetrahydrofuran (150 ml) was stirred at room temperature for 2 hours. After the manganese dioxide was removed by filtration, the filtrate was concentrated to obtain 1-(4-benzyloxybenzyl)-3-(4-fluorophenyl)-1H-pyrazole-4-carbaldehyde (10.9 g, yield 94%) as colorless crystals. This was recrystallized from ethyl acetate-hexane. Melting point: 97–98° C. Starting materials: CCOC(C)=O, CCCCCC, Cc1cc2c(c(C)c1NC(=O)CC(C)(C)C)C(c1ccc(C(C)C)cc1)CO2, ClC(Cl)Cl. Product: Cc1c(C=O)c2c(c(C)c1NC(=O)CC(C)(C)C)C(c1ccc(C(C)C)cc1)CO2. RXN SMILES: [C:35]([O:36][CH2:38][CH3:39])(=[O:37])[CH3:40].[CH3:29][CH2:30][CH2:31][CH2:32][CH2:33][CH3:34].[CH:1]([CH3:2])([CH3:3])[c:4]1[cH:5][cH:6][c:7]([CH:10]2[CH2:11][O:12][c:13]3[c:14]2[c:15]([CH3:28])[c:16]([NH:20][C:21]([CH2:22][C:23]([CH3:24])([CH3:25])[CH3:26])=[O:27])[c:17]([CH3:19])[cH:18]3)[cH:8][cH:9]1.[CH:41]([Cl:42])([Cl:43])[Cl:44]>>[CH:1]([CH3:2])([CH3:3])[c:4]1[cH:5][cH:6][c:7]([CH:10]2[CH2:11][O:12][c:13]3[c:14]2[c:15]([CH3:28])[c:16]([NH:20][C:21]([CH2:22][C:23]([CH3:24])([CH3:25])[CH3:26])=[O:27])[c:17]([CH3:19])[c:18]3[CH:35]=[O:37])[cH:8][cH:9]1. The reactants are N, S=C=NC1c2ccccc2-c2ccccc21. Product: NC(=S)NC1c2ccccc2-c2ccccc21. Reaction SMILES: [NH3:17].[cH:1]1[cH:2][cH:3][cH:4][c:5]2[c:13]1[CH:12]([N:14]=[C:15]=[S:16])[c:11]1[c:6]-2[cH:7][cH:8][cH:9][cH:10]1>>[cH:1]1[cH:2][cH:3][cH:4][c:5]2[c:13]1[CH:12]([NH:14][C:15](=[S:16])[NH2:17])[c:11]1[c:6]-2[cH:7][cH:8][cH:9][cH:10]1. The reactants are C1CCOC1, Cl, [Li+], COC(=O)c1nc(-c2c(F)cccc2F)ccc1N, [OH-]. The product is Nc1ccc(-c2c(F)cccc2F)nc1C(=O)O. RXN SMILES: [CH2:23]1[O:24][CH2:25][CH2:26][CH2:27]1.[ClH:22].[Li+:21].[NH2:1][c:2]1[c:3]([C:16](=[O:17])[O:18][CH3:19])[n:4][c:5](-[c:8]2[c:9]([F:15])[cH:10][cH:11][cH:12][c:13]2[F:14])[cH:6][cH:7]1.[OH-:20]>>[NH2:1][c:2]1[c:3]([C:16](=[O:17])[OH:18])[n:4][c:5](-[c:8]2[c:9]([F:15])[cH:10][cH:11][cH:12][c:13]2[F:14])[cH:6][cH:7]1. Reactants: NC1=C(C=C(OC2=CC=NC=3C2=NC=C(N3)N(C)C)C=C1)F (8-(4-amino-3-fluorophenoxy)-N,N-dimethylpyrido[3,2-b]pyrazin-3-amine), FC1=C(C=C(C=C1)C(F)(F)F)N=C=O (1-fluoro-2-isocyanato-4-(trifluoromethyl)benzene). Yields the product CN(C=1N=C2C(=NC1)C(=CC=N2)OC2=CC(=C(C=C2)NC(=O)NC2=C(C=CC(=C2)C(F)(F)F)F)F)C (1-(4-(3-(dimethylamino)pyrido[3,2-b]pyrazin-8-yloxy)-2-fluorophenyl)-3-(2-fluoro-5-(trifluoromethyl)phenyl)urea). Reaction SMILES: [NH2:1][C:2]1[CH:21]=[CH:20][C:5]([O:6][C:7]2[C:12]3=[N:13][CH:14]=[C:15]([N:17]([CH3:19])[CH3:18])[N:16]=[C:11]3[N:10]=[CH:9][CH:8]=2)=[CH:4][C:3]=1[F:22].[F:23][C:24]1[CH:29]=[CH:28][C:27]([C:30]([F:33])([F:32])[F:31])=[CH:26][C:25]=1[N:34]=[C:35]=[O:36]>>[CH3:19][N:17]([CH3:18])[C:15]1[N:16]=[C:11]2[N:10]=[CH:9][CH:8]=[C:7]([O:6][C:5]3[CH:20]=[CH:21][C:2]([NH:1][C:35]([NH:34][C:25]4[CH:26]=[C:27]([C:30]([F:31])([F:33])[F:32])[CH:28]=[CH:29][C:24]=4[F:23])=[O:36])=[C:3]([F:22])[CH:4]=3)[C:12]2=[N:13][CH:14]=1. Procedure details: Method F2 was used with 8-(4-amino-3-fluorophenoxy)-N,N-dimethylpyrido[3,2-b]pyrazin-3-amine and 1-fluoro-2-isocyanato-4-(trifluoromethyl)benzene to afford the title compound as a white solid. Yield: 40 mg (66%).